This data is from the Open Reaction Database (ORD), a public repository of structured organic reaction records. The task is: describe an organic reaction: reactants, conditions, products, and yield The reactants are CC=1NC2=CC=C(C(=C2C1)C(F)(F)F)C#N (2-methyl-4-(trifluoromethyl)-1H-indole-5-carbonitrile), ClCC=1N=C(OC1)C1=CC(=CC=C1)C(F)(F)F (4-(chloromethyl)-2-[3-(trifluoromethyl)phenyl]-1,3-oxazole). The product is CC=1N(C2=CC=C(C(=C2C1)C(F)(F)F)C#N)CC=1N=C(OC1)C1=CC(=CC=C1)C(F)(F)F (2-Methyl-4-(trifluoromethyl)-1-({2-[3-(trifluoromethyl)phenyl]-1,3-oxazol-4-yl}methyl)-1H-indole-5-carbonitrile). RXN SMILES: [CH3:1][C:2]1[NH:3][C:4]2[C:9]([CH:10]=1)=[C:8]([C:11]([F:14])([F:13])[F:12])[C:7]([C:15]#[N:16])=[CH:6][CH:5]=2.Cl[CH2:18][C:19]1[N:20]=[C:21]([C:24]2[CH:29]=[CH:28][CH:27]=[C:26]([C:30]([F:33])([F:32])[F:31])[CH:25]=2)[O:22][CH:23]=1>>[CH3:1][C:2]1[N:3]([CH2:18][C:19]2[N:20]=[C:21]([C:24]3[CH:29]=[CH:28][CH:27]=[C:26]([C:30]([F:33])([F:31])[F:32])[CH:25]=3)[O:22][CH:23]=2)[C:4]2[C:9]([CH:10]=1)=[C:8]([C:11]([F:12])([F:14])[F:13])[C:7]([C:15]#[N:16])=[CH:6][CH:5]=2. Procedure details: Synthesized as described in Example 4 using 2-methyl-4-(trifluoromethyl)-1H-indole-5-carbonitrile (Example 120) and 4-(chloromethyl)-2-[3-(trifluoromethyl)phenyl]-1,3-oxazole: 1H NMR (400 MHz, CDCl3) δ 8.23 (s, 1H), 8.15 (d, J=7.8 Hz, 1H), 7.71 (d, J=7.8 Hz, 1H), 7.56 (m, 3H), 7.34 (s, 1H), 6.64 (s, 1H), 5.31 (s, 2H), 2.60 (s, 3H); MS (ES) m/z 450 (M+1). Starting materials: [N+](=O)([O-])[O-].[K+] (Potassium nitrate), C1(CCCCC1)N1C(C2=CC=CC=C2C1)=O (2-cyclohexyl-2,3-dihydro-1H-isoindol-1-one), ice water. Reported procedure: The compound (50.00 g, 0.23 mol) obtained in step (b) just above was dissolved at 0° C. in concentrated sulfuric acid (413 ml). Potassium nitrate (36.63 g, 0.36 mol) was added to the solution. The mixture was stirred overnight while gradually raising the temperature from 0° C. to room temperature. The reaction solution was poured into ice water (2000 ml), and then extracted with ethyl acetate. The extract was then washed with water, a saturated aqueous NaHCO3 solution, and saturated saline in th... As a reaction SMILES: [CH:1]1([N:7]2[CH2:15][C:14]3[C:9](=[CH:10][CH:11]=[CH:12][CH:13]=3)[C:8]2=[O:16])[CH2:6][CH2:5][CH2:4][CH2:3][CH2:2]1.[N+:17]([O-])([O-:19])=[O:18].[K+]>S(=O)(=O)(O)O>[CH:1]1([N:7]2[CH2:15][C:14]3[C:9](=[CH:10][C:11]([N+:17]([O-:19])=[O:18])=[CH:12][CH:13]=3)[C:8]2=[O:16])[CH2:2][CH2:3][CH2:4][CH2:5][CH2:6]1 |f:1.2|. Conditions: time 8 hour. Product: C1(CCCCC1)N1C(C2=CC(=CC=C2C1)[N+](=O)[O-])=O (2-cyclohexyl-2,3-dihydro-6-nitro-1H-isoindol-1-one). Solvent: S(O)(O)(=O)=O (sulfuric acid). Isolated yield 83.2%. Reactants: C(C#C)(=O)O (propiolic acid), C(CCO)#N (hydracrylonitrile). Reagents/catalysts: C1(=CC=C(C=C1)S(=O)(=O)O)C (p-toluenesulfonic acid). Solvent: C(Cl)(Cl)Cl (chloroform). Product: C(C#C)(=O)OCCC#N (2-Cyanoethyl propiolate). Yield: 28.5%. RXN SMILES: [C:1]([OH:5])(=[O:4])[C:2]#[CH:3].[C:6](#[N:10])[CH2:7][CH2:8]O>C1(C)C=CC(S(O)(=O)=O)=CC=1.C(Cl)(Cl)Cl>[C:1]([O:5][CH2:8][CH2:7][C:6]#[N:10])(=[O:4])[C:2]#[CH:3]. Procedure: A solution of 98 g of propiolic acid (1.4 moles), 99.5 g of hydracrylonitrile (1.4 moles), 2 g of p-toluenesulfonic acid and 200 ml of chloroform were refluxed, using a Soxhlet extractor filled with 3 A molecular sieves to remove the water generated during the esterification. A total reflux time of 94 hours was employed. The reaction was cooled, poured into water and extracted with chloroform. The combined extracts were washed with dilute bicarbonate solution, dried (MgSO4), and concentrated to ...